Task: describe an organic reaction: reactants, conditions, products, and yield. Dataset: the Open Reaction Database (ORD), a public repository of structured organic reaction records Starting materials: N1C=NC=C1 (Imidazole), BrC1=CC=C(C=C1)C(CCO)CNC (3-(4-Bromophenyl)-4-(methylamino)butan-1-ol), C(C)(C)[Si](Cl)(C(C)C)C(C)C (triisopropylchlorosilan). Run in C(Cl)Cl (CH2Cl2). Reaction conditions: time 10 minute. Product: BrC1=CC=C(C=C1)C(CNC)CCO[Si](C(C)C)(C(C)C)C(C)C ({2-(4-bromophenyl)-4-[(triisopropylsilyl)oxy]butyl}methylamine). Yield: 76.3%. Reaction SMILES: [Br:1][C:2]1[CH:7]=[CH:6][C:5]([CH:8]([CH2:12][NH:13][CH3:14])[CH2:9][CH2:10][OH:11])=[CH:4][CH:3]=1.N1C=CN=C1.[CH:20]([Si:23]([CH:28]([CH3:30])[CH3:29])([CH:25]([CH3:27])[CH3:26])Cl)([CH3:22])[CH3:21]>C(Cl)Cl>[Br:1][C:2]1[CH:3]=[CH:4][C:5]([CH:8]([CH2:9][CH2:10][O:11][Si:23]([CH:28]([CH3:30])[CH3:29])([CH:25]([CH3:27])[CH3:26])[CH:20]([CH3:22])[CH3:21])[CH2:12][NH:13][CH3:14])=[CH:6][CH:7]=1. Procedure details: 3-(4-Bromophenyl)-4-(methylamino)butan-1-ol (see Chem. Pharm. Bull. 46, 1998, 242; 1.77 g, 6.86 mmol) was dissolved in CH2Cl2 (100 mL) at 0° C. under argon. Imidazole (1.22 g, 17.9 mmol) was added, the mixture stirred for 10 min and then triisopropylchlorosilan (3.16 g, 16.4 mmol) was added with cooling. The mixture was stirred at room temperature for 48 h and then washed twice with water (100 mL) and brine. The solvent was removed by evaporation and the residue flash chromatographed on silica g... Reactants: COC(=O)C=1C=NC(=NC1)N1CC2=C(NC=3C=CC(=CC23)C2=CC(=CC=C2)CN2CCNCC2)CC1 (methyl-2-{8-[3-(piperazin-1-ylmethyl)phenyl]-1,3,4,5-tetrahydro-2H-pyrido[4,3-b]indol-2-yl}pyrimidine-5-carboxylate), C(C)(=O)OC(C)=O (acetic anhydride). The reagents and catalysts are CN(C1=CC=NC=C1)C (4-dimethylaminopyridine). Solvent: O (water), C(Cl)Cl (DCM). Run at time 5 minute. Product: COC(=O)C=1C=NC(=NC1)N1CC2=C(NC=3C=CC(=CC23)C2=CC(=CC=C2)CN2CCN(CC2)C(C)=O)CC1 (methyl-2-{8-[3-((4-acetylpiperazin-1-yl)methyl)phenyl]-1,3,4,5-tetrahydro-2H-pyrido[4,3-b]indol-2-yl}pyrimidine-5-carboxylate). Yield: 85.8%. Reaction SMILES: [CH3:1][O:2][C:3]([C:5]1[CH:6]=[N:7][C:8]([N:11]2[CH2:36][CH2:35][C:14]3[NH:15][C:16]4[CH:17]=[CH:18][C:19]([C:22]5[CH:27]=[CH:26][CH:25]=[C:24]([CH2:28][N:29]6[CH2:34][CH2:33][NH:32][CH2:31][CH2:30]6)[CH:23]=5)=[CH:20][C:21]=4[C:13]=3[CH2:12]2)=[N:9][CH:10]=1)=[O:4].[C:37](OC(=O)C)(=[O:39])[CH3:38]>C(Cl)Cl.CN(C)C1C=CN=CC=1.O>[CH3:1][O:2][C:3]([C:5]1[CH:6]=[N:7][C:8]([N:11]2[CH2:36][CH2:35][C:14]3[NH:15][C:16]4[CH:17]=[CH:18][C:19]([C:22]5[CH:27]=[CH:26][CH:25]=[C:24]([CH2:28][N:29]6[CH2:30][CH2:31][N:32]([C:37](=[O:39])[CH3:38])[CH2:33][CH2:34]6)[CH:23]=5)=[CH:20][C:21]=4[C:13]=3[CH2:12]2)=[N:9][CH:10]=1)=[O:4]. Reported procedure: To a stirred solution of methyl-2-{8-[3-(piperazin-1-ylmethyl)phenyl]-1,3,4,5-tetrahydro-2H-pyrido[4,3-b]indol-2-yl}pyrimidine-5-carboxylate (1.5 g, 3.11 mmol) in dry DCM (50 mL) was added 4-dimethylaminopyridine (1.9 g, 15.57 mmol) and then acetic anhydride (0.35 mL, 3.72 mmol) was added at 0° C. and stirred for 5 min. The reaction mass was maintained at room temperature and stirred for 1 h. The progress of the reaction was monitored by TLC, and after completion the reaction mass was diluted wi... Reactants: [Al+3], CCOC(=O)C1CCCN(Cc2ccccc2)C1, [H-], [H-], [H-], [H-], [Li+], C1CCOC1. Product: OCC1CCCN(Cc2ccccc2)C1. RXN SMILES: [Al+3:20].[CH2:1]([c:2]1[cH:3][cH:4][cH:5][cH:6][cH:7]1)[N:8]1[CH2:9][CH:10]([C:14](=[O:15])[O:16][CH2:17][CH3:18])[CH2:11][CH2:12][CH2:13]1.[H-:19].[H-:22].[H-:23].[H-:24].[Li+:21].[O:25]1[CH2:26][CH2:27][CH2:28][CH2:29]1>>[CH2:1]([c:2]1[cH:3][cH:4][cH:5][cH:6][cH:7]1)[N:8]1[CH2:9][CH:10]([CH2:14][OH:15])[CH2:11][CH2:12][CH2:13]1. Reactants: 5, ClC1=CC=C(CNC(=O)C=2C=NC3=CC=C(C=C3C2O)C#CCO)C=C1 (N-(4-chlorobenzyl)-4-hydroxy-6-(3-hydroxy-1-propynyl)-3-quinolinecarboxamide), O (Water), C(=O)([O-])[O-].[K+].[K+] (K2CO3), Cl.CN(CCCCl)C (3-dimethylaminopropyl chloride hydrochloride). Solvent: CN(C)C=O (DMF). Run at temperature 90 celsius. The product is ClC1=CC=C(CNC(=O)C2=CN(C3=CC=C(C=C3C2=O)C#CCO)CCCN(C)C)C=C1 (N-(4-Chlorobenzyl)-1-[3-(dimethylamino)propyl]-6-(3-hydroxy-1-propynyl)-4-oxo-1,4-dihydro-3-quinolinecarboxamide). As a reaction SMILES: [Cl:1][C:2]1[CH:26]=[CH:25][C:5]([CH2:6][NH:7][C:8]([C:10]2[CH:11]=[N:12][C:13]3[C:18]([C:19]=2[OH:20])=[CH:17][C:16]([C:21]#[C:22][CH2:23][OH:24])=[CH:15][CH:14]=3)=[O:9])=[CH:4][CH:3]=1.C([O-])([O-])=O.[K+].[K+].Cl.[CH3:34][N:35]([CH3:40])[CH2:36][CH2:37][CH2:38]Cl.O>CN(C=O)C>[Cl:1][C:2]1[CH:3]=[CH:4][C:5]([CH2:6][NH:7][C:8]([C:10]2[C:19](=[O:20])[C:18]3[C:13](=[CH:14][CH:15]=[C:16]([C:21]#[C:22][CH2:23][OH:24])[CH:17]=3)[N:12]([CH2:38][CH2:37][CH2:36][N:35]([CH3:40])[CH3:34])[CH:11]=2)=[O:9])=[CH:25][CH:26]=1 |f:1.2.3,4.5|. Reported procedure: A solution of N-(4-chlorobenzyl)-4-hydroxy-6-(3-hydroxy-1-propynyl)-3-quinolinecarboxamide from Preparation No. 5 (0.458 g) is dissolved in DMF (10 mL), and K2CO3 (0.69 g) and 3-dimethylaminopropyl chloride hydrochloride (0.42 g) are added. The reaction mixture is heated to 90° C. for 6 h. Water is added and a dark solid formed, which is isolated by decanting the liquid. Column chromatography (elution with 1-20% MeOH/CHCl3) gave 0.103 g of a solid. Crystallization by dissolving in CH2Cl2 with a ... Starting materials: C1(CC1)S(=O)(=O)NC(=O)C1(C(C1)C=C)NC(=O)C1C(CC(C1)OC1=NC(=NC=C1)Cl)C(=O)N(C)CCCCC=C (N-(1-Cyclopropanesulfonylaminocarbonyl-2-vinyl-cyclopropyl)-2-(hex-5-enyl-methyl-amino-carbonyl)-4-(2-chloropyrimidin-4-yloxy)-cyclopentane-carboxamide), C(C)(C)N (isopropylamine). Solvent: C1CCOC1 (THF), ClCCCl (DCE). Conditions: temperature 150 celsius, time 16 hour. Product: C(C)(C)NC1=NC=CC(=N1)OC1CC2C(N(CCCCC=CC3CC3(NC(C2C1)=O)C(=O)NS(=O)(=O)C1CC1)C)=O (Cyclopropanesulfonic acid [17-(2-isopropylaminopyrimidin-4-yloxy)-13-methyl-2,14-dioxo-3,13-diaza-tricyclo[13.3.0.0*4,6*]octadec-7-ene-4-carbonyl]-amide). Reaction SMILES: [CH:1]1([S:4]([NH:7][C:8]([C:10]2([NH:15][C:16]([CH:18]3[CH2:22][CH:21]([O:23][C:24]4[CH:29]=[CH:28][N:27]=[C:26](Cl)[N:25]=4)[CH2:20][CH:19]3[C:31]([N:33]([CH2:35][CH2:36][CH2:37][CH2:38][CH:39]=C)[CH3:34])=[O:32])=[O:17])[CH2:12][CH:11]2[CH:13]=C)=[O:9])(=[O:6])=[O:5])[CH2:3][CH2:2]1.[CH:41]([NH2:44])([CH3:43])[CH3:42]>C1COCC1.ClCCCl>[CH:41]([NH:44][C:26]1[N:25]=[C:24]([O:23][CH:21]2[CH2:22][CH:18]3[CH:19]([C:31](=[O:32])[N:33]([CH3:34])[CH2:35][CH2:36][CH2:37][CH2:38][CH:39]=[CH:13][CH:11]4[C:10]([C:8]([NH:7][S:4]([CH:1]5[CH2:3][CH2:2]5)(=[O:6])=[O:5])=[O:9])([NH:15][C:16]3=[O:17])[CH2:12]4)[CH2:20]2)[CH:29]=[CH:28][N:27]=1)([CH3:43])[CH3:42]. Reported procedure: Compound 10f (30 mg, 0.05 mmol) and isopropylamine (excess) in THF (10 ml) was heated in a microwave oven at 110° C. for 30 min and then left at ambient temperature for 16 hrs. The solvent was stripped of and the residue was redissolved in DCE (15 ml) and degassed with nitrogen. Hoyeda-Grubbs II catalyst (7 mg) was added and the mixture was heated in a microwave oven at 150° C. for 10 min. The mixture was concentrated to dryness and purified by prep. HPLC-MS-UV which gave the pure title compound... Starting materials: C(C1=CC=CC=C1)NC1=C(C=NC=2N1N=CC2C(=O)O)C(=O)N2CCC1(CC2)COC2=C1C=CC=C2 (7-Benzylamino-6-(2H-spiro[benzofuran-3,4′-piperidine]-1′-ylcarbonyl)pyrazolo[1,5-a]pyrimidine-3-carboxylic acid), CS(=O)(=O)N (methanesulfonamide). Yields the product C(C1=CC=CC=C1)NC1=C(C=NC=2N1N=CC2C(=O)NS(=O)(=O)C)C(=O)N2CCC1(CC2)COC2=C1C=CC=C2 (N-[7-Benzylamino-6-(2H-spiro[benzofuran-3,4′-piperidine]-1′-ylcarbonyl)pyrazolo[1,5-a]pyrimidine-3-carbonyl]methanesulfonamide). Yield: 47.7%. RXN SMILES: [CH2:1]([NH:8][C:9]1[N:14]2[N:15]=[CH:16][C:17]([C:18](O)=[O:19])=[C:13]2[N:12]=[CH:11][C:10]=1[C:21]([N:23]1[CH2:28][CH2:27][C:26]2([C:32]3[CH:33]=[CH:34][CH:35]=[CH:36][C:31]=3[O:30][CH2:29]2)[CH2:25][CH2:24]1)=[O:22])[C:2]1[CH:7]=[CH:6][CH:5]=[CH:4][CH:3]=1.[CH3:37][S:38]([NH2:41])(=[O:40])=[O:39]>>[CH2:1]([NH:8][C:9]1[N:14]2[N:15]=[CH:16][C:17]([C:18]([NH:41][S:38]([CH3:37])(=[O:40])=[O:39])=[O:19])=[C:13]2[N:12]=[CH:11][C:10]=1[C:21]([N:23]1[CH2:24][CH2:25][C:26]2([C:32]3[CH:33]=[CH:34][CH:35]=[CH:36][C:31]=3[O:30][CH2:29]2)[CH2:27][CH2:28]1)=[O:22])[C:2]1[CH:7]=[CH:6][CH:5]=[CH:4][CH:3]=1. Procedure details: In the same manner as in Example 1, step 6 and using 7-benzylamino-6-(2H-spiro[benzofuran-3,4′-piperidine]-1′-ylcarbonyl)pyrazolo[1,5-a]pyrimidine-3-carboxylic acid (0.105 g, 0.217 mmol) obtained in step 2 and methanesulfonamide (0.103 g, 1.09 mmol), the title compound (0.058 g, 47%) was obtained. Starting materials: CO (MeOH), [Li+].[BH4-] (LiBH4), C(C)OC(=O)C=1C=C2N(N1)CCC2 (5,6-dihydro-4H-pyrrolo[1,2-b]pyrazole-2-carboxylic acid ethyl ester). Solvent: C1CCOC1 (THF). Conditions: temperature 40 celsius, time 2 hour. The product is N=1N2C(=CC1CO)CCC2 ((5,6-Dihydro-4H-pyrrolo[1,2-b]pyrazol-2-yl)methanol). Isolated yield 78.3%. Reaction SMILES: CO.[Li+].[BH4-].C([O:7][C:8]([C:10]1[CH:11]=[C:12]2[CH2:17][CH2:16][CH2:15][N:13]2[N:14]=1)=O)C>C1COCC1>[N:14]1[N:13]2[CH2:15][CH2:16][CH2:17][C:12]2=[CH:11][C:10]=1[CH2:8][OH:7] |f:1.2|. Procedure: MeOH (2.73 mL) was added to the THF (180 mL) solution of LiBH4 (1.63 g) under a nitrogen atmosphere at room temperature, and then 5,6-dihydro-4H-pyrrolo[1,2-b]pyrazole-2-carboxylic acid ethyl ester (8.11 g) was added to the suspension and stirred for 2 h at 40° C. The mixture was quenched with 1 mol/L HCl at pH 1 and stirred for 1 h at room temperature. Solid K2CO3 was added to the solution to adjust pH to 8 and the mixture was extracted with AcOEt. The organic layer was dried (MgSO4) and filter...